From a dataset of the Open Reaction Database (ORD), a public repository of structured organic reaction records. describe an organic reaction: reactants, conditions, products, and yield Reactants: BrC1=C(C=C(C=C1)F)Cl (1-bromo-4-fluoro-2-chlorobenzene), C(C)[S-].[Na+] (sodium ethanethiolate). The solvent is CS(=O)C (DMSO). Conditions: temperature 100 celsius. Yields the product BrC1=C(C=C(C=C1)SCC)Cl (1-Bromo-4-(ethylthio)-2-chlorobenzene). The yield is 70.0%. Reaction SMILES: [Br:1][C:2]1[CH:7]=[CH:6][C:5](F)=[CH:4][C:3]=1[Cl:9].[CH2:10]([S-:12])[CH3:11].[Na+]>CS(C)=O>[Br:1][C:2]1[CH:7]=[CH:6][C:5]([S:12][CH2:10][CH3:11])=[CH:4][C:3]=1[Cl:9] |f:1.2|. Procedure: To a room temperature solution of 1-bromo-4-fluoro-2-chlorobenzene (1.9 g, 0.97 mmol) in DMSO (10 mL) was added sodium ethanethiolate (0.84 g, 1 mmol) and the resulting reaction mixture was heated to 100° C. for 18 hours. The reaction mixture was partitioned between water (20 mL) and EtOAc (50 mL). The organic layer was separated and the aqueous layer was further extracted with EtOAc (3×50 mL). The organic layers were combined and washed with saturated brine solution (20 mL) then dried over Na2S... The reactants are Brc1ccc(OC2CCCCO2)cc1, OB(O)c1ccc(OCCCCC(F)(F)C(F)(F)C(F)(F)C(F)(F)F)c(F)c1F, [Na+], [Na+], O=C([O-])[O-], c1ccc(P(c2ccccc2)(c2ccccc2)[Pd](P(c2ccccc2)(c2ccccc2)c2ccccc2)(P(c2ccccc2)(c2ccccc2)c2ccccc2)P(c2ccccc2)(c2ccccc2)c2ccccc2)cc1. The product is Fc1c(OCCCCC(F)(F)C(F)(F)C(F)(F)C(F)(F)F)ccc(-c2ccc(OC3CCCCO3)cc2)c1F. As a reaction SMILES: [Br:1][c:2]1[cH:3][cH:4][c:5]([O:8][CH:9]2[O:10][CH2:11][CH2:12][CH2:13][CH2:14]2)[cH:6][cH:7]1.[F:15][c:16]1[c:17]([B:41]([OH:42])[OH:43])[cH:18][cH:19][c:20]([O:23][CH2:24][CH2:25][CH2:26][CH2:27][C:28]([C:29]([C:30]([C:31]([F:32])([F:33])[F:34])([F:35])[F:36])([F:37])[F:38])([F:39])[F:40])[c:21]1[F:22].[Na+:44].[Na+:45].[O-:46][C:47](=[O:48])[O-:49].[cH:50]1[cH:51][cH:52][c:53]([P:54]([Pd:55]([P:56]([c:57]2[cH:58][cH:59][cH:60][cH:61][cH:62]2)([c:63]2[cH:64][cH:65][cH:66][cH:67][cH:68]2)[c:69]2[cH:70][cH:71][cH:72][cH:73][cH:74]2)([P:75]([c:76]2[cH:77][cH:78][cH:79][cH:80][cH:81]2)([c:82]2[cH:83][cH:84][cH:85][cH:86][cH:87]2)[c:88]2[cH:89][cH:90][cH:91][cH:92][cH:93]2)[P:94]([c:95]2[cH:96][cH:97][cH:98][cH:99][cH:100]2)([c:101]2[cH:102][cH:103][cH:104][cH:105][cH:106]2)[c:107]2[cH:108][cH:109][cH:110][cH:111][cH:112]2)([c:113]2[cH:114][cH:115][cH:116][cH:117][cH:118]2)[c:119]2[cH:120][cH:121][cH:122][cH:123][cH:124]2)[cH:125][cH:126]1>>[c:2]1(-[c:17]2[c:16]([F:15])[c:21]([F:22])[c:20]([O:23][CH2:24][CH2:25][CH2:26][CH2:27][C:28]([C:29]([C:30]([C:31]([F:32])([F:33])[F:34])([F:35])[F:36])([F:37])[F:38])([F:39])[F:40])[cH:19][cH:18]2)[cH:3][cH:4][c:5]([O:8][CH:9]2[O:10][CH2:11][CH2:12][CH2:13][CH2:14]2)[cH:6][cH:7]1. Reactants: [Br-], C[Mg+], CCOCC, Cl, CC(=O)CNc1cc(-c2ccccc2Cl)c(N(C)C(=O)C(C)(C)c2cc(C(F)(F)F)cc(C(F)(F)F)c2)cn1, C1CCOC1. The product is CN(C(=O)C(C)(C)c1cc(C(F)(F)F)cc(C(F)(F)F)c1)c1cnc(NCC(C)(C)O)cc1-c1ccccc1Cl. As a reaction SMILES: [Br-:40].[CH3:41][Mg+:42].[CH3:49][CH2:50][O:51][CH2:52][CH3:53].[ClH:43].[F:1][C:2]([c:3]1[cH:4][c:5]([C:13]([C:14](=[O:15])[N:16]([CH3:17])[c:18]2[cH:19][n:20][c:21]([NH:31][CH2:32][C:33]([CH3:34])=[O:35])[cH:22][c:23]2-[c:24]2[c:25]([Cl:30])[cH:26][cH:27][cH:28][cH:29]2)([CH3:36])[CH3:37])[cH:6][c:7]([C:9]([F:10])([F:11])[F:12])[cH:8]1)([F:38])[F:39].[O:44]1[CH2:45][CH2:46][CH2:47][CH2:48]1>>[F:1][C:2]([c:3]1[cH:4][c:5]([C:13]([C:14](=[O:15])[N:16]([CH3:17])[c:18]2[cH:19][n:20][c:21]([NH:31][CH2:32][C:33]([CH3:34])([OH:35])[CH3:41])[cH:22][c:23]2-[c:24]2[c:25]([Cl:30])[cH:26][cH:27][cH:28][cH:29]2)([CH3:36])[CH3:37])[cH:6][c:7]([C:9]([F:10])([F:11])[F:12])[cH:8]1)([F:38])[F:39]. The reactants are C(CCC=O)=O (Succinaldehyde), N1[C@H](C(=O)O)CCC1 ((S)-Proline), COC(C)(C)C (tert-Butyl methyl ether), [Bn2NH2][OCOCF3]. The solvent is C1CCOC1 (THF), C1CCOC1 (THF). Conditions: time 20 hour. Product: OC1C[C@H]2[C@@H](O1)CC(=C2)C=O ((3aR,6aS)-2-Hydroxy-3,3a,6,6a-tetrahydro-2H-cyclopenta[b]furan-5-carbaldehyde). Reaction SMILES: C(=O)[CH2:2][CH2:3][CH:4]=[O:5].N1[CH2:14][CH2:13][CH2:12][C@H:8]1[C:9]([OH:11])=[O:10].COC(C)(C)C>C1COCC1>[OH:10][CH:9]1[O:11][C@H:13]2[CH2:14][C:3]([CH:4]=[O:5])=[CH:2][C@H:12]2[CH2:8]1. Reported procedure: The solution of succinaldehyde 8 (57.5 g, 668 mmol) in THF (334 ml) obtained in Example 1B was stirred at r.t. (S)-Proline (1.54 g, 13.4 mmol, 0.02 eq.) was added as a solid and the reaction stirred at r.t. for 20 h. THF (334 ml) was added, followed by [Bn2NH2][OCOCF3] (4.16 g, 13.4 mmol, 0.02 eq.). The reaction was stirred for a further 14 h. The volume of the reaction mixture was reduced by half under reduced pressure. tert-Butyl methyl ether (TBME) (334 ml) was added and the mixture stirred f... Reactants: OCC1CCCN2CCCCC12, Cc1nc(COc2cccc3[nH]c(C(=O)NC4CCNCC4)cc23)cs1. Product: Cc1nc(COc2cccc3[nH]c(C(=O)NC4CCN(CC5CCCN6CCCCC56)CC4)cc23)cs1. Reaction SMILES: [CH:27]1([CH2:37][OH:38])[CH2:28][CH2:29][CH2:30][N:31]2[CH2:32][CH2:33][CH2:34][CH2:35][CH:36]12.[NH:1]1[CH2:2][CH2:3][CH:4]([NH:7][C:8](=[O:9])[c:10]2[nH:11][c:12]3[cH:13][cH:14][cH:15][c:16]([O:19][CH2:20][c:21]4[n:22][c:23]([CH3:26])[s:24][cH:25]4)[c:17]3[cH:18]2)[CH2:5][CH2:6]1>>[N:1]1([CH2:37][CH:27]2[CH2:28][CH2:29][CH2:30][N:31]3[CH2:32][CH2:33][CH2:34][CH2:35][CH:36]23)[CH2:2][CH2:3][CH:4]([NH:7][C:8](=[O:9])[c:10]2[nH:11][c:12]3[cH:13][cH:14][cH:15][c:16]([O:19][CH2:20][c:21]4[n:22][c:23]([CH3:26])[s:24][cH:25]4)[c:17]3[cH:18]2)[CH2:5][CH2:6]1.